From a dataset of the Open Reaction Database (ORD), a public repository of structured organic reaction records. describe an organic reaction: reactants, conditions, products, and yield The reactants are P(=O)(Cl)(Cl)Cl (Phosphoryl trichloride), C(C1=CC=CC=C1)N1N=CC2=C1N=C(C=C2C(=O)OCC)O (ethyl 1-benzyl-6-hydroxy-1H-pyrazolo[3,4-b]pyridine-4-carboxylate), C(C)(C)O (isopropanol). The solvent is CN(C)C=O (DMF). Conditions: temperature 80 celsius, time 24 hour. Product: C(C1=CC=CC=C1)N1N=CC2=C1N=C(C=C2C(=O)OCC)Cl (ethyl 1-benzyl-6-chloro-1H-pyrazolo[3,4-b]pyridine-4-carboxylate). The yield is 71.8%. RXN SMILES: P(Cl)(Cl)([Cl:3])=O.[CH2:6]([N:13]1[C:17]2[N:18]=[C:19](O)[CH:20]=[C:21]([C:22]([O:24][CH2:25][CH3:26])=[O:23])[C:16]=2[CH:15]=[N:14]1)[C:7]1[CH:12]=[CH:11][CH:10]=[CH:9][CH:8]=1.C(O)(C)C>CN(C=O)C>[CH2:6]([N:13]1[C:17]2[N:18]=[C:19]([Cl:3])[CH:20]=[C:21]([C:22]([O:24][CH2:25][CH3:26])=[O:23])[C:16]=2[CH:15]=[N:14]1)[C:7]1[CH:12]=[CH:11][CH:10]=[CH:9][CH:8]=1. Procedure details: Phosphoryl trichloride (74 mL/0.81 mol) is added dropwise to a solution of ethyl 1-benzyl-6-hydroxy-1H-pyrazolo[3,4-b]pyridine-4-carboxylate [CAS 74439-45-5] (40.0 g/0.135 mol) in 450 mL of DMF at 0° C. under nitrogen. The reaction medium is stirred at 80° C. for 24 hours so as to give a dark brown solution. It is then run into a mixture of ice-cold water, and extracted with EtOAc. The organic phase is washed with water, dried with sodium sulphate, filtered and concentrated to dryness. The solid... Starting materials: COCC(C)Oc1cc(Oc2ccc3c(c2)OCCN(C)C3=O)cc(C(=O)O)c1, O=C(Cl)C(=O)Cl, ClCCl, Cc1cnc(N)cn1, CN(C)C=O, c1ccncc1. The product is COCC(C)Oc1cc(Oc2ccc3c(c2)OCCN(C)C3=O)cc(C(=O)Nc2cnc(C)cn2)c1. As a reaction SMILES: [CH3:7][CH:8]([CH2:9][O:10][CH3:11])[O:12][c:13]1[cH:14][c:15]([C:16](=[O:17])[OH:18])[cH:19][c:20]([O:22][c:23]2[cH:24][c:25]3[c:26]([cH:34][cH:35]2)[C:27](=[O:33])[N:28]([CH3:32])[CH2:29][CH2:30][O:31]3)[cH:21]1.[Cl:1][C:2]([C:3]([Cl:4])=[O:5])=[O:6].[Cl:50][CH2:51][Cl:52].[NH2:36][c:37]1[n:38][cH:39][c:40]([CH3:43])[n:41][cH:42]1.[O:53]=[CH:54][N:55]([CH3:56])[CH3:57].[cH:44]1[cH:45][cH:46][n:47][cH:48][cH:49]1>>[CH3:7][CH:8]([CH2:9][O:10][CH3:11])[O:12][c:13]1[cH:14][c:15]([C:16](=[O:18])[NH:36][c:37]2[n:38][cH:39][c:40]([CH3:43])[n:41][cH:42]2)[cH:19][c:20]([O:22][c:23]2[cH:24][c:25]3[c:26]([cH:34][cH:35]2)[C:27](=[O:33])[N:28]([CH3:32])[CH2:29][CH2:30][O:31]3)[cH:21]1. RXN SMILES: [SH:1][C:2]1[CH:7]=[CH:6][CH:5]=[CH:4][N:3]=1.[N+]([C:11]1[CH:12]=[C:13]([C:19]#[N:20])[C:14](=[CH:17][CH:18]=1)[C:15]#[N:16])([O-])=O.C(=O)([O-])[O-].[K+].[K+]>CC(C)=O>[N:3]1[CH:4]=[CH:5][CH:6]=[CH:7][C:2]=1[S:1][C:11]1[CH:12]=[C:13]([C:19]#[N:20])[C:14](=[CH:17][CH:18]=1)[C:15]#[N:16] |f:2.3.4|. Procedure: 10 g of 2-mercaptopyridine, 14.2 g of 4-nitrophthalonitrile, and 22.6 g of potassium carbonate were suspended in 250 ml of acetone and heated at reflux temperature for 4 hours. The solution was filtered through a pad of celite and a course glass filter to remove residual solids. The solution was concentrated to a crude residue and purified by column chromatography on silica gel eluting the product with a gradient of 0-10% ethyl acetate in dichloromethane. 6.4 g of product was recovered; 1H NMR (... Product: N1=C(C=CC=C1)SC=1C=C(C(C#N)=CC1)C#N (4-(pyridin-2-ylsulfanyl)-phthalonitrile). The reactants are SC1=NC=CC=C1 (2-mercaptopyridine), [N+](=O)([O-])C=1C=C(C(C#N)=CC1)C#N (4-nitrophthalonitrile), C([O-])([O-])=O.[K+].[K+] (potassium carbonate). Solvent: CC(=O)C (acetone). Starting materials: N1CCCCC1 (piperidine), C(#N)C=1C=C2C(=CC=NC2=CC1OCC1OC1)OC1=CC(=C(C=C1)NC(=O)NC1=CC=C(C=C1)F)F (N-[4-(6-cyano-7-oxiranylmethoxyquinolin-4-yloxy)-2-fluorophenyl]-N′-(4-fluorophenyl)urea). Run in O1CCCC1 (tetrahydrofuran). Run at temperature 50 celsius. Yields the product C(#N)C=1C=C2C(=CC=NC2=CC1OCC(CN1CCCCC1)O)OC1=CC(=C(C=C1)NC(=O)NC1=CC=C(C=C1)F)F (N-{4-[6-Cyano-7-(2-hydroxy-3-(piperidin-1-yl)propoxy)quinolin-4-yloxy]-2-fluorophenyl}-N′-(4-fluorophenyl)urea). RXN SMILES: [NH:1]1[CH2:6][CH2:5][CH2:4][CH2:3][CH2:2]1.[C:7]([C:9]1[CH:10]=[C:11]2[C:16](=[CH:17][C:18]=1[O:19][CH2:20][CH:21]1[CH2:23][O:22]1)[N:15]=[CH:14][CH:13]=[C:12]2[O:24][C:25]1[CH:30]=[CH:29][C:28]([NH:31][C:32]([NH:34][C:35]2[CH:40]=[CH:39][C:38]([F:41])=[CH:37][CH:36]=2)=[O:33])=[C:27]([F:42])[CH:26]=1)#[N:8]>O1CCCC1>[C:7]([C:9]1[CH:10]=[C:11]2[C:16](=[CH:17][C:18]=1[O:19][CH2:20][CH:21]([OH:22])[CH2:23][N:1]1[CH2:6][CH2:5][CH2:4][CH2:3][CH2:2]1)[N:15]=[CH:14][CH:13]=[C:12]2[O:24][C:25]1[CH:30]=[CH:29][C:28]([NH:31][C:32]([NH:34][C:35]2[CH:40]=[CH:39][C:38]([F:41])=[CH:37][CH:36]=2)=[O:33])=[C:27]([F:42])[CH:26]=1)#[N:8]. Procedure: After adding tetrahydrofuran (1.5 ml) and piperidine (0.08 ml) to N-[4-(6-cyano-7-oxiranylmethoxyquinolin-4-yloxy)-2-fluorophenyl]-N′-(4-fluorophenyl)urea (78 mg), the mixture was heated at 50° C. for 30 minutes. The reaction solution was purified by NH silica gel column chromatography (ethyl acetate-methanol system) to obtain the title compound (32 mg) as light yellow crystals.